Dataset: the Open Reaction Database (ORD), a public repository of structured organic reaction records. Task: describe an organic reaction: reactants, conditions, products, and yield The reactants are C(C)N1[C@@H](CCC1)C(=O)O ((S)—N-ethylpyrrolidine-2-carboxylic acid), C(C)N1[C@H](CCC1)C(=O)OC(C)(C)C (tert-butyl (R)-1-ethylpyrrolidine-2-carboxylate), C(C)N1[C@H](CCC1)C(=O)OC(C)(C)C (tert-butyl (R)-1-ethylpyrrolidine-2-carboxylate). Yields the product C(C)N1[C@H](CCC1)C(=O)O ((R)-1-Ethyl-pyrrolidine-2-carboxylic acid). Reaction SMILES: [CH2:1]([N:3]1[CH2:7][CH2:6][CH2:5][C@H:4]1[C:8]([OH:10])=[O:9])[CH3:2].C(N1CCC[C@@H]1C(OC(C)(C)C)=O)C>>[CH2:1]([N:3]1[CH2:7][CH2:6][CH2:5][C@@H:4]1[C:8]([OH:10])=[O:9])[CH3:2]. Reported procedure: Prepared by proceeding in a similar manner to Intermediate 106, starting from tert-butyl (R)-1-ethylpyrrolidine-2-carboxylate (Intermediate 148) as a solid. The reactants are Cl (HCl), O1CCOCC1 (1,4-dioxane), BrC=1C=C(C(=O)N2C(CN(CC2)C(=O)OC(C)(C)C)COC=2C=NC=CC2)C=CC1 (tert-butyl 4-(3-bromobenzoyl)-3-((pyridin-3-yloxy)methyl)piperazine-1-carboxylate). The solvent is CO (MeOH). Run at time 4 hour. Yields the product Cl.Cl.BrC=1C=C(C=CC1)C(=O)N1C(CNCC1)COC=1C=NC=CC1 ((3-bromophenyl)(2-((pyridin-3-yloxy)methyl)piperazin-1-yl)methanone dihydrochloride). As a reaction SMILES: [ClH:1].O1CCOCC1.[Br:8][C:9]1[CH:10]=[C:11]([CH:35]=[CH:36][CH:37]=1)[C:12]([N:14]1[CH2:19][CH2:18][N:17](C(OC(C)(C)C)=O)[CH2:16][CH:15]1[CH2:27][O:28][C:29]1[CH:30]=[N:31][CH:32]=[CH:33][CH:34]=1)=[O:13]>CO>[ClH:1].[ClH:1].[Br:8][C:9]1[CH:10]=[C:11]([C:12]([N:14]2[CH2:19][CH2:18][NH:17][CH2:16][CH:15]2[CH2:27][O:28][C:29]2[CH:30]=[N:31][CH:32]=[CH:33][CH:34]=2)=[O:13])[CH:35]=[CH:36][CH:37]=1 |f:4.5.6|. Procedure details: 4 M HCl in 1,4-dioxane (5 mL, 20 mmol) was added to a solution of tert-butyl 4-(3-bromobenzoyl)-3-((pyridin-3-yloxy)methyl)piperazine-1-carboxylate (126 mg, 0.264 mmol) in MeOH (1 mL). After stirring for 4 h, the reaction mixture was concentrated under reduced pressure and purified by HPLC (5 to 95% MeCN/0.1% TFA in H2O/0.1% TFA gradient). This gave 80.5 mg (68%) of the desired product as a white solid upon conversion to the dihydrochloride salt. LC-MS: RT=3.91 min, [M+H]+=376.5. Reactants: B(Br)(Br)Br (boron tribromide), COC=1C=CC(=C(C1)NS(=O)(=O)CCC)C (propane-1-sulfonic acid (5-methoxy-2-methyl-phenyl)-amide). Solvent: C(Cl)Cl (CH2Cl2). Reaction conditions: temperature 0 celsius, time 1 hour. Product: OC=1C=CC(=C(C1)NS(=O)(=O)CCC)C (Propane-1-sulfonic acid (5-hydroxy-2-methyl-phenyl)-amide). Yield: 54.0%. As a reaction SMILES: C[O:2][C:3]1[CH:4]=[CH:5][C:6]([CH3:16])=[C:7]([NH:9][S:10]([CH2:13][CH2:14][CH3:15])(=[O:12])=[O:11])[CH:8]=1.B(Br)(Br)Br>C(Cl)Cl>[OH:2][C:3]1[CH:4]=[CH:5][C:6]([CH3:16])=[C:7]([NH:9][S:10]([CH2:13][CH2:14][CH3:15])(=[O:12])=[O:11])[CH:8]=1. Procedure details: To the solution of propane-1-sulfonic acid (5-methoxy-2-methyl-phenyl)-amide. (97 mg, 0.38 mmol) and CH2Cl2 (3 mL) at 0° C. was added dropwise boron tribromide (0.75 mL, 1M in CH2Cl2). The reaction mixture was stirred at 0° C. for 1 h then at RT for 1.5 h. The mixture was washed with H2O and sat. NaHCO3, extracted with CH2Cl2, dried over Na2SO4 and concentrated to give the product as a clear oil (47.1 mg, 54%): MS(ES) m/e 230.0 [M+H]+.